This data is from the Open Reaction Database (ORD), a public repository of structured organic reaction records. The task is: describe an organic reaction: reactants, conditions, products, and yield Starting materials: CSC(=C[N+](=O)[O-])NCCSCc1csc(CN(C)C)n1, COCCN, CCO. The product is COCCNC(=C[N+](=O)[O-])NCCSCc1csc(CN(C)C)n1. RXN SMILES: [CH3:1][N:2]([CH3:3])[CH2:4][c:5]1[s:6][cH:7][c:8]([CH2:10][S:11][CH2:12][CH2:13][NH:14][C:15](=[CH:16][N+:17](=[O:18])[O-:19])[S:20][CH3:21])[n:9]1.[CH3:22][O:23][CH2:24][CH2:25][NH2:26].[CH3:27][CH2:28][OH:29]>>[CH3:1][N:2]([CH3:3])[CH2:4][c:5]1[s:6][cH:7][c:8]([CH2:10][S:11][CH2:12][CH2:13][NH:14][C:15](=[CH:16][N+:17](=[O:18])[O-:19])[NH:26][CH2:25][CH2:24][O:23][CH3:22])[n:9]1. The reactants are NCC(O)C1=CC=CC=C1 (2-amino-1-phenylethanol), Cl.C1(=CC=CC=C1)C(CNC(CCC1=CC=C(C=C1)[N+](=O)[O-])C)O (1-phenyl- 2-[1-methyl-3-(4-nitrophenyl)-propylamino]ethanol hydrochloride), [N+](=O)([O-])C1=CC=C(C=C1)CCC(=O)C (methyl 2-(4-nitrophenyl)ethyl ketone), C1(=CC=C(C=C1)S(=O)(=O)O)C (para-toluenesulfonic acid). Solvent: O (water), C1(=CC=CC=C1)C (toluene). Yields the product C1(=CC=CC=C1)C(CNC(CCC1=CC=C(C=C1)[N+](=O)[O-])C)O (1-Phenyl-2-[1-methyl-3-(4-nitrophenyl)propylamino]ethanol). RXN SMILES: NCC(C1C=CC=CC=1)O.[N+](C1C=CC(CCC(C)=O)=CC=1)([O-])=O.C1(C)C=CC(S(O)(=O)=O)=CC=1.Cl.[C:37]1([CH:43]([OH:59])[CH2:44][NH:45][CH:46]([CH3:58])[CH2:47][CH2:48][C:49]2[CH:54]=[CH:53][C:52]([N+:55]([O-:57])=[O:56])=[CH:51][CH:50]=2)[CH:42]=[CH:41][CH:40]=[CH:39][CH:38]=1>O.C1(C)C=CC=CC=1>[C:37]1([CH:43]([OH:59])[CH2:44][NH:45][CH:46]([CH3:58])[CH2:47][CH2:48][C:49]2[CH:50]=[CH:51][C:52]([N+:55]([O-:57])=[O:56])=[CH:53][CH:54]=2)[CH:38]=[CH:39][CH:40]=[CH:41][CH:42]=1 |f:3.4|. Reported procedure: A solution of 5.0 g. (25.9 mM) of 2-amino-1-phenylethanol and 3.55 g. (25.9 mM) of methyl 2-(4-nitrophenyl)ethyl ketone in 60 ml. of toluene containing 10 mg. of para-toluenesulfonic acid was heated at reflux for six hours in a flask equipped with a Dean-Stark trap. The water that formed during the reaction was removed via the trap, and then the reaction mixture was cooled to room temperature and concentrated to dryness by evaporation of the solvent under reduced pressure. The solid product that... Starting materials: C=CCBr, [H-], [Na+], CN(C)C=O, COC(=O)c1ccc(OC2CCN(C(=O)OC(C)(C)C)CC2)cc1O. The product is C=CCOc1cc(OC2CCN(C(=O)OC(C)(C)C)CC2)ccc1C(=O)OC. As a reaction SMILES: [CH2:28]([CH:29]=[CH2:30])[Br:31].[H-:27].[Na+:26].[O:32]=[CH:33][N:34]([CH3:35])[CH3:36].[OH:1][c:2]1[c:3]([C:4](=[O:5])[O:6][CH3:7])[cH:8][cH:9][c:10]([O:12][CH:13]2[CH2:14][CH2:15][N:16]([C:19](=[O:20])[O:21][C:22]([CH3:23])([CH3:24])[CH3:25])[CH2:17][CH2:18]2)[cH:11]1>>[O:1]([c:2]1[c:3]([C:4](=[O:5])[O:6][CH3:7])[cH:8][cH:9][c:10]([O:12][CH:13]2[CH2:14][CH2:15][N:16]([C:19](=[O:20])[O:21][C:22]([CH3:23])([CH3:24])[CH3:25])[CH2:17][CH2:18]2)[cH:11]1)[CH2:30][CH:29]=[CH2:28]. Yields the product ClC1=C(C=CC(=C1)OCCN1CCCCC1)C(CCC)=O (1-[2-Chloro-4-(2-piperidinoethoxy)phenyl]-1-butanone). Procedure: This compound is prepared by essentially the same procedure as described in Example 1 Step A except that the 2-diethylaminoethyl chloride hydrochloride of Example 1 Step A is replaced by an equimolecular quantity of N-(2-chloroethyl)piperidine hydrochloride. The product is obtained as a pale yellow oil upon distillation in vacuo (0.3 mm.). Reactants: ClC1=C(C=CC(=C1)OCCN(CC)CC)C(CCC)=O (1-[2-Chloro-4-(2-diethylaminoethoxy)phenyl]-1-butanone), Cl.ClCCN1CCCCC1 (N-(2-chloroethyl)piperidine hydrochloride). Reaction SMILES: [Cl:1][C:2]1[CH:7]=[C:6]([O:8][CH2:9][CH2:10][N:11]([CH2:14][CH3:15])[CH2:12][CH3:13])[CH:5]=[CH:4][C:3]=1[C:16](=[O:20])[CH2:17][CH2:18][CH3:19].Cl.Cl[CH2:23]CN1CCCCC1>>[Cl:1][C:2]1[CH:7]=[C:6]([O:8][CH2:9][CH2:10][N:11]2[CH2:12][CH2:13][CH2:23][CH2:15][CH2:14]2)[CH:5]=[CH:4][C:3]=1[C:16](=[O:20])[CH2:17][CH2:18][CH3:19] |f:1.2|.